From a dataset of the Open Reaction Database (ORD), a public repository of structured organic reaction records. describe an organic reaction: reactants, conditions, products, and yield Reactants: ClC(Cl)(Cl)Cl, CCOC(=O)CSC, O=C1CCC(=O)N1Cl. Yields the product CCOC(=O)C(Cl)SC. Reaction SMILES: [C:17]([Cl:18])([Cl:19])([Cl:20])[Cl:21].[CH3:9][S:10][CH2:11][C:12](=[O:13])[O:14][CH2:15][CH3:16].[Cl:1][N:2]1[C:3](=[O:4])[CH2:5][CH2:6][C:7]1=[O:8]>>[Cl:1][CH:11]([S:10][CH3:9])[C:12](=[O:13])[O:14][CH2:15][CH3:16]. Starting materials: CC(C)CCON=O, CN(C)C=O, CCn1c(=O)cc(N)n2nc(COCc3ccc(OC)cc3)nc12, O. Product: CCn1c(=O)c(N=O)c(N)n2nc(COCc3ccc(OC)cc3)nc12. Reaction SMILES: [CH3:25][CH:26]([CH2:27][CH2:28][O:30][N:31]=[O:29])[CH3:32].[CH3:34][N:35]([CH3:36])[CH:37]=[O:38].[NH2:1][c:2]1[cH:3][c:4](=[O:24])[n:5]([CH2:22][CH3:23])[c:6]2[n:7]1[n:8][c:9]([CH2:11][O:12][CH2:13][c:14]1[cH:15][cH:16][c:17]([O:20][CH3:21])[cH:18][cH:19]1)[n:10]2.[OH2:33]>>[NH2:1][c:2]1[c:3]([N:31]=[O:30])[c:4](=[O:24])[n:5]([CH2:22][CH3:23])[c:6]2[n:7]1[n:8][c:9]([CH2:11][O:12][CH2:13][c:14]1[cH:15][cH:16][c:17]([O:20][CH3:21])[cH:18][cH:19]1)[n:10]2.